This data is from the Open Reaction Database (ORD), a public repository of structured organic reaction records. The task is: describe an organic reaction: reactants, conditions, products, and yield The reactants are O.O.Cl.COC([C@@H](NC([C@@H](N)CC(O)=O)=O)CC1=CC=CC=C1)=O (α-L-aspartyl-L-phenylalanine methyl ester hydrochloride dihydrate). Run in O (water), C([O-])([O-])=O.[Na+].[Na+] (sodium carbonate). Conditions: temperature 60 celsius. The product is COC([C@@H](NC([C@@H](N)CC(O)=O)=O)CC1=CC=CC=C1)=O (α-L-aspartyl-L-phenylalanine methyl ester). As a reaction SMILES: O.O.Cl.[CH3:4][O:5][C:6](=[O:24])[C@H:7]([CH2:17][C:18]1[CH:23]=[CH:22][CH:21]=[CH:20][CH:19]=1)[NH:8][C:9](=[O:16])[C@H:10]([CH2:12][C:13](=[O:15])[OH:14])[NH2:11]>O.C(=O)([O-])[O-].[Na+].[Na+]>[CH3:4][O:5][C:6](=[O:24])[C@H:7]([CH2:17][C:18]1[CH:19]=[CH:20][CH:21]=[CH:22][CH:23]=1)[NH:8][C:9](=[O:16])[C@H:10]([CH2:12][C:13](=[O:14])[OH:15])[NH2:11] |f:0.1.2.3,5.6.7|. Procedure: 12.5 parts of α-L-aspartyl-L-phenylalanine methyl ester hydrochloride dihydrate was dissolved in 100 parts by volume of water and aqueous sodium carbonate added to pH3, then heated to 60° C. and adjusted to pH4.6. The reaction mixture was cooled to 5° C. for three hours and the precipitate was collected on a filter and dried for 18 hours under vacuum at 60° C. to give 7.6 parts α-L-aspartyl-L-phenylalanine methyl ester. The reactants are ClC1=CC=C(C=C1)C1=NOC2(C1CCC(C2)(C(=O)OC)CC)N2CCCC2 (methyl 3-(4-chlorophenyl)-6-ethyl-3a,4,5,6,7,7a-hexahydro-7a-pyrrolidino-1,2-benzisoxazole-6-carboxylate). Solvent: Cl (hydrochloric acid). Product: ClC1=CC=C(C=C1)C1=NOC2=C1CCC(C2)(C(=O)OC)CC (methyl 3-(4-chlorophenyl)-6-ethyl-4,5,6,7-tetrahydro-1,2-benzisoxazole-6-carboxylate). Yield: 41.2%. RXN SMILES: [Cl:1][C:2]1[CH:7]=[CH:6][C:5]([C:8]2[CH:12]3[CH2:13][CH2:14][C:15]([CH2:21][CH3:22])([C:17]([O:19][CH3:20])=[O:18])[CH2:16][C:11]3(N3CCCC3)[O:10][N:9]=2)=[CH:4][CH:3]=1>Cl>[Cl:1][C:2]1[CH:3]=[CH:4][C:5]([C:8]2[C:12]3[CH2:13][CH2:14][C:15]([CH2:21][CH3:22])([C:17]([O:19][CH3:20])=[O:18])[CH2:16][C:11]=3[O:10][N:9]=2)=[CH:6][CH:7]=1. Procedure details: A solution of 4.7 g (12 mmol) of methyl 3-(4-chlorophenyl)-6-ethyl-3a,4,5,6,7,7a-hexahydro-7a-pyrrolidino-1,2-benzisoxazole-6-carboxylate in 200 ml of 2N hydrochloric acid was heated under reflux for 6 hours. The mixture was extracted with diethyl ether and the extracts were dried over magnesium sulfate and evaporated. After crystallization from methylcyclohexane, there were obtained 1.58 g of methyl 3-(4-chlorophenyl)-6-ethyl-4,5,6,7-tetrahydro-1,2-benzisoxazole-6-carboxylate of melting point 1...